Task: describe an organic reaction: reactants, conditions, products, and yield. Dataset: the Open Reaction Database (ORD), a public repository of structured organic reaction records The reactants are CC(C)O, Cl, Cl, O=C(CCCN1CCC(C(O)(c2ccccc2)c2ccccc2)CC1)c1cccs1. Yields the product O=C(CCCN1CCC(=C(c2ccccc2)c2ccccc2)CC1)c1cccs1, Cl. RXN SMILES: [CH:33]([OH:34])([CH3:35])[CH3:36].[ClH:1].[ClH:32].[OH:2][C:3]([c:4]1[cH:5][cH:6][cH:7][cH:8][cH:9]1)([c:10]1[cH:11][cH:12][cH:13][cH:14][cH:15]1)[CH:16]1[CH2:17][CH2:18][N:19]([CH2:22][CH2:23][CH2:24][C:25](=[O:26])[c:27]2[s:28][cH:29][cH:30][cH:31]2)[CH2:20][CH2:21]1>>[C:3]([c:4]1[cH:5][cH:6][cH:7][cH:8][cH:9]1)([c:10]1[cH:11][cH:12][cH:13][cH:14][cH:15]1)=[C:16]1[CH2:17][CH2:18][N:19]([CH2:22][CH2:23][CH2:24][C:25](=[O:26])[c:27]2[s:28][cH:29][cH:30][cH:31]2)[CH2:20][CH2:21]1.[ClH:1]. Starting materials: O=C([O-])O, CCOC(=O)CC1(O)CCN(C(=O)OC(C)(C)C)CC1, CCN(CC)S(F)(F)F, ClCCl, [Na+]. Yields the product CCOC(=O)CC1(F)CCN(C(=O)OC(C)(C)C)CC1. As a reaction SMILES: [C:30](=[O:31])([OH:32])[O-:33].[CH2:1]([CH3:2])[O:3][C:4]([CH2:5][C:6]1([OH:19])[CH2:7][CH2:8][N:9]([C:12](=[O:13])[O:14][C:15]([CH3:16])([CH3:17])[CH3:18])[CH2:10][CH2:11]1)=[O:20].[CH2:21]([N:22]([S:23]([F:24])([F:25])[F:27])[CH2:26][CH3:28])[CH3:29].[Cl:35][CH2:36][Cl:37].[Na+:34]>>[CH2:1]([CH3:2])[O:3][C:4]([CH2:5][C:6]1([F:27])[CH2:7][CH2:8][N:9]([C:12](=[O:13])[O:14][C:15]([CH3:16])([CH3:17])[CH3:18])[CH2:10][CH2:11]1)=[O:20]. The reactants are CC(=O)OO, CCO, O=C(c1ccccc1)c1cccc(CSc2nc3cnccc3[nH]2)c1. Product: O=C(c1ccccc1)c1cccc(CS(=O)c2nc3cnccc3[nH]2)c1. RXN SMILES: [C:1]([O:2][OH:4])(=[O:3])[CH3:5].[CH3:31][CH2:32][OH:33].[nH:6]1[c:7]([S:15][CH2:16][c:17]2[cH:18][c:19]([C:23](=[O:24])[c:25]3[cH:26][cH:27][cH:28][cH:29][cH:30]3)[cH:20][cH:21][cH:22]2)[n:8][c:9]2[cH:10][n:11][cH:12][cH:13][c:14]12>>[O:3]=[S:15]([c:7]1[nH:6][c:14]2[c:9]([n:8]1)[cH:10][n:11][cH:12][cH:13]2)[CH2:16][c:17]1[cH:18][c:19]([C:23](=[O:24])[c:25]2[cH:26][cH:27][cH:28][cH:29][cH:30]2)[cH:20][cH:21][cH:22]1. The reactants are CC=1C(=NC=C(C#N)C1)N1C(CCCC1)C (5-methyl-6-(2-methylpiperidin-1-yl)nicotinonitrile), [OH-].[K+] (KOH), O (water). Product: CC=1C(=NC=C(C(=O)O)C1)N1C(CCCC1)C (5-methyl-6-(2-methylpiperidin-1-yl)nicotinic acid). As a reaction SMILES: [CH3:1][C:2]1[C:3]([N:10]2[CH2:15][CH2:14][CH2:13][CH2:12][CH:11]2[CH3:16])=[N:4][CH:5]=[C:6]([CH:9]=1)[C:7]#N.[OH-:17].[K+].[OH2:19]>>[CH3:1][C:2]1[C:3]([N:10]2[CH2:15][CH2:14][CH2:13][CH2:12][CH:11]2[CH3:16])=[N:4][CH:5]=[C:6]([CH:9]=1)[C:7]([OH:19])=[O:17] |f:1.2|. Procedure details: A solution of 5-methyl-6-(2-methylpiperidin-1-yl)nicotinonitrile obtained in step 1 (1.0 g; 4.64 mmol) and KOH (1.3 g; 23.22 mmol) in water (60 mL) was heated at reflux for 16 hours. After this time, reaction mixture was acidified to pH 3 and extracted with EtOAc to give the title compound as a yellow solid (1.1 g, quantitative). 1H NMR (DMSO-d6) δ 12.82 (bs, 1H), 8.58 (d, J=2.3 Hz, 1H), 7.88 (d, J=2.3 Hz, 1H), 3.85-3.82 (m, 1H), 3.19-3.10 (m, 2H), 2.24 (s, 3H), 1.75-1.44 (m, 6H), 1.04 (d, J=6.2...